The task is: describe an organic reaction: reactants, conditions, products, and yield. This data is from the Open Reaction Database (ORD), a public repository of structured organic reaction records. Reactants: CC(C)OC(=O)/N=N/C(=O)OC(C)C (DIAD), COC(C1=C(C=C(C=C1)C)O)=O (2-hydroxy-4-methyl-benzoic acid methyl ester), C1(=CC=CC=C1)P(C1=CC=CC=C1)C1=CC=CC=C1 (triphenylphosphine), C(C)(C)O (isopropanol). The solvent is C1CCOC1 (THF). Run at time 8 hour. Product: COC(C1=C(C=C(C=C1)C)OC(C)C)=O (2-Isopropoxy-4-methyl-benzoic Acid Methyl Ester). Yield: 112.0%. As a reaction SMILES: [CH3:1][O:2][C:3](=[O:12])[C:4]1[CH:9]=[CH:8][C:7]([CH3:10])=[CH:6][C:5]=1[OH:11].[C:13]1(P(C2C=CC=CC=2)C2C=CC=CC=2)[CH:18]=CC=C[CH:14]=1.C(O)(C)C.CC(OC(/N=N/C(OC(C)C)=O)=O)C>C1COCC1>[CH3:1][O:2][C:3](=[O:12])[C:4]1[CH:9]=[CH:8][C:7]([CH3:10])=[CH:6][C:5]=1[O:11][CH:13]([CH3:18])[CH3:14]. Procedure: To a mixture of 2-hydroxy-4-methyl-benzoic acid methyl ester (1.0 g, 6.0 mmol), triphenylphosphine (1.9 g, 7.2 mmol), and isopropanol (0.72 g, 12.0 mmol) in THF (10.0 mL) is added DIAD (1.45 g, 7.2 mmol) dropwise at 0° C. The mixture is stirred at room temperature overnight. The mixture is evaporated to dryness under reduced pressure. The residue is partitioned between EtOAc (50 mL) and water (50 mL). The organic phase is washed with brine (50 mL), dried (Na2SO4), filtered, and concentrated unde...